This data is from the Open Reaction Database (ORD), a public repository of structured organic reaction records. The task is: describe an organic reaction: reactants, conditions, products, and yield Reactants: BrC1=C(C=CC=C1)CC(=O)O (2-bromophenylacetic acid), FC=1C=C(N)C=CC1C (3-fluoro-4-methylaniline). The product is FC=1C=C(C=CC1C)NC1=C(C=CC=C1)CC(=O)O (2-[(3-fluoro-4-methylphenyl)amino]phenylacetic acid). As a reaction SMILES: Br[C:2]1[CH:7]=[CH:6][CH:5]=[CH:4][C:3]=1[CH2:8][C:9]([OH:11])=[O:10].[F:12][C:13]1[CH:14]=[C:15]([CH:17]=[CH:18][C:19]=1[CH3:20])[NH2:16]>>[F:12][C:13]1[CH:14]=[C:15]([NH:16][C:2]2[CH:7]=[CH:6][CH:5]=[CH:4][C:3]=2[CH2:8][C:9]([OH:11])=[O:10])[CH:17]=[CH:18][C:19]=1[CH3:20]. Procedure: In the manner described in example 3, 2-bromophenylacetic acid is condensed with 3-fluoro-4-methylaniline to yield 2-[(3-fluoro-4-methylphenyl)amino]phenylacetic acid. Reactants: solution, Cl (hydrogen chloride), FC(C(=O)O)(F)F.N1(CCOCC1)C1=CC(=NC=N1)N1NC=C(C1=O)N1N=NC(=C1)C#N (1-[2-(6-Morpholin-4-ylpyrimidin-4-yl)-3-oxo-2,3-dihydro-1H-pyrazol-4-yl]-1H-1,2,3-triazole-4-carbonitrile trifluoroacetate). Run in O1CCOCC1 (dioxane). Run at time 1 hour. Yields the product Cl.N1(CCOCC1)C1=CC(=NC=N1)N1NC=C(C1=O)N1N=NC(=C1)C#N (1-[2-(6-Morpholin-4-ylpyrimidin-4-yl)-3-oxo-2,3-dihydro-1H-pyrazol-4-yl]-1H-1,2,3-triazole-4-carbonitrile hydrochloride). RXN SMILES: [ClH:1].FC(F)(F)C(O)=O.[N:9]1([C:15]2[N:20]=[CH:19][N:18]=[C:17]([N:21]3[C:25](=[O:26])[C:24]([N:27]4[CH:31]=[C:30]([C:32]#[N:33])[N:29]=[N:28]4)=[CH:23][NH:22]3)[CH:16]=2)[CH2:14][CH2:13][O:12][CH2:11][CH2:10]1>O1CCOCC1>[ClH:1].[N:9]1([C:15]2[N:20]=[CH:19][N:18]=[C:17]([N:21]3[C:25](=[O:26])[C:24]([N:27]4[CH:31]=[C:30]([C:32]#[N:33])[N:29]=[N:28]4)=[CH:23][NH:22]3)[CH:16]=2)[CH2:14][CH2:13][O:12][CH2:11][CH2:10]1 |f:1.2,4.5|. Procedure: 3 ml of a 4 N solution of hydrogen chloride in dioxane are added to 18 mg (0.04 mmol) of the compound from Example 86 and the mixture is stirred at RT for 1 h. The solid is filtered off, washed with tert-butyl methyl ether and dried under a high vacuum. Starting materials: CC(=O)Nc1ccc([N+](=O)[O-])cn1, CO, O=C[O-], N#N, [NH4+], CN(C)C=O. Product: CC(=O)Nc1ccc(N)cn1. RXN SMILES: [C:3]([CH3:4])(=[O:5])[NH:6][c:7]1[n:8][cH:9][c:10]([N+:13]([O-:14])=[O:15])[cH:11][cH:12]1.[CH3:25][OH:26].[CH:16]([O-:17])=[O:18].[N:1]#[N:2].[NH4+:19].[O:20]=[CH:21][N:22]([CH3:23])[CH3:24]>>[C:3]([CH3:4])(=[O:5])[NH:6][c:7]1[n:8][cH:9][c:10]([NH2:13])[cH:11][cH:12]1. Starting materials: [Al+3], ClCCl, [Cl-], [Cl-], [Cl-], [Cl-], COc1cccc(Cl)c1Cl, Cl, O=C(O)c1cc2ccccc2o1. The product is COc1ccc(C(=O)c2cc3ccccc3o2)c(Cl)c1Cl. As a reaction SMILES: [Al+3:2].[CH2:29]([Cl:30])[Cl:31].[Cl-:15].[Cl-:1].[Cl-:3].[Cl-:4].[Cl:5][c:6]1[c:7]([O:13][CH3:14])[cH:8][cH:9][cH:10][c:11]1[Cl:12].[ClH:28].[o:16]1[c:17]([C:25](=[O:26])[OH:27])[cH:18][c:19]2[c:20]1[cH:21][cH:22][cH:23][cH:24]2>>[Cl:5][c:6]1[c:7]([O:13][CH3:14])[cH:8][cH:9][c:10]([C:25]([c:17]2[o:16][c:20]3[c:19]([cH:18]2)[cH:24][cH:23][cH:22][cH:21]3)=[O:26])[c:11]1[Cl:12]. Starting materials: C1(CCCCC1)N=C=NC1CCCCC1 (1,3-dicyclohexylcarbodiimide), FC=1C=C(C=CC1N1CCNCC1)N1C(O[C@H](C1)CNC(C)=O)=O ((S)-N-[[3-[3-fluoro-4-(1-piperazinyl)phenyl]-2-oxo-5-oxazolidinyl]methyl]acetamide), N1(CCOCC1)CCC(=O)O (3-(4-Morpholinyl)propionic acid), N1CCOCC1 (morpholine), C(C=C)(=O)OCC (ethyl acrylate). Reagents/catalysts: CN(C1=CC=NC=C1)C (4-(dimethylamino)pyridine). Run in O1CCCC1.ClCCl (tetrahydrofuran dichloromethane), C(C)O (ethanol). The product is FC=1C=C(C=CC1N1CCN(CC1)C(CCN1CCOCC1)=O)N1C(OC(C1)CNC(C)=O)=O (N-[[3-[3-fluoro-4-[4-[3-(4-morpholinyl)-1-oxopropyl]-1-piperazinyl]phenyl]-2-oxo-5-oxazolidinyl]methyl]acetamide). Isolated yield 88.9%. Reaction SMILES: [N:1]1([CH2:7][CH2:8][C:9]([OH:11])=O)[CH2:6][CH2:5][O:4][CH2:3][CH2:2]1.N1CCOCC1.C(OCC)(=O)C=C.C1(N=C=NC2CCCCC2)CCCCC1.[F:40][C:41]1[CH:42]=[C:43]([N:53]2[CH2:57][C@H:56]([CH2:58][NH:59][C:60](=[O:62])[CH3:61])[O:55][C:54]2=[O:63])[CH:44]=[CH:45][C:46]=1[N:47]1[CH2:52][CH2:51][NH:50][CH2:49][CH2:48]1>CN(C)C1C=CN=CC=1.O1CCCC1.ClCCl.C(O)C>[F:40][C:41]1[CH:42]=[C:43]([N:53]2[CH2:57][CH:56]([CH2:58][NH:59][C:60](=[O:62])[CH3:61])[O:55][C:54]2=[O:63])[CH:44]=[CH:45][C:46]=1[N:47]1[CH2:52][CH2:51][N:50]([C:9](=[O:11])[CH2:8][CH2:7][N:1]2[CH2:2][CH2:3][O:4][CH2:5][CH2:6]2)[CH2:49][CH2:48]1 |f:6.7|. Procedure details: 3-(4-Morpholinyl)propionic acid (0.600 g, 2.11 mmol), prepared by condensation of morpholine with ethyl acrylate (3 equivalents) in refluxing ethanol, followed by distillation, saponification (1N aqueous sodium hydroxide, tetrahydrofuran, reflux), neutralization (1N HCl) and lyophilization, was combined with 1,3-dicyclohexylcarbodiimide (0.434 g, 2.11 mmol), 4-(dimethylamino)pyridine (13 mg, 0.11 mmol), (S)-N-[[3-[3-fluoro-4-(1-piperazinyl)phenyl]-2-oxo-5-oxazolidinyl]methyl]acetamide (0.354 g, ... Reactants: Cc1cc(Cl)c(C(N)=O)c(Cl)c1, O=N[O-], [Na+], O. Yields the product Cc1cc(Cl)c(C(=O)O)c(Cl)c1. As a reaction SMILES: [Cl:1][c:2]1[c:3]([C:4](=[O:5])[NH2:6])[c:7]([Cl:12])[cH:8][c:9]([CH3:11])[cH:10]1.[N:13](=[O:14])[O-:15].[Na+:16].[OH2:17]>>[Cl:1][c:2]1[c:3]([C:4](=[O:5])[OH:14])[c:7]([Cl:12])[cH:8][c:9]([CH3:11])[cH:10]1.